From a dataset of the Open Reaction Database (ORD), a public repository of structured organic reaction records. describe an organic reaction: reactants, conditions, products, and yield Reaction SMILES: [CH2:1]([CH3:2])[O:3][C:4](=[O:5])[c:6]1[c:7]([NH:16][c:17]2[c:18]([F:27])[cH:19][c:20]([Si:23]([CH3:24])([CH3:25])[CH3:26])[cH:21][cH:22]2)[c:8]2[cH:9][n:10][cH:11][c:12]([Cl:15])[c:13]2[nH:14]1.[Cl:37][CH2:38][Cl:39].[I:28][Cl:29].[Na+:35].[Na+:36].[S:30]([O-:31])([O-:32])(=[O:33])=[S:34]>>[CH2:1]([CH3:2])[O:3][C:4](=[O:5])[c:6]1[c:7]([NH:16][c:17]2[c:18]([F:27])[cH:19][c:20]([I:28])[cH:21][cH:22]2)[c:8]2[cH:9][n:10][cH:11][c:12]([Cl:15])[c:13]2[nH:14]1. Starting materials: CCOC(=O)c1[nH]c2c(Cl)cncc2c1Nc1ccc([Si](C)(C)C)cc1F, ClCCl, ClI, [Na+], [Na+], O=S([O-])([O-])=S. Yields the product CCOC(=O)c1[nH]c2c(Cl)cncc2c1Nc1ccc(I)cc1F. The reactants are NC1=NC(=CC(=N1)N1C[C@H](CC[C@H]1C)C(=O)NCC1=C(C=CC=C1)F)C1=CC(=C(C=C1)C#N)F ((3S,6R)-1-[2-amino-6-(4-cyano-3-fluorophenyl)-4-pyrimidinyl]-N-[(2-fluorophenyl)methyl]-6-methyl-3-piperidinecarboxamide), CCO (EtOH), CCN(C(C)C)C(C)C (Hunig's base), NN (hydrazine). Solvent: CO (CH3OH). Run at temperature 110 celsius, time 8 hour. The product is NC1=NC(=CC(=N1)N1C[C@H](CC[C@H]1C)C(=O)NCC1=C(C=CC=C1)F)C1=CC=C2C(=NNC2=C1)N ((3S,6R)-1-[2-Amino-6-(3-amino-1H-indazol-6-yl)-4-pyrimidinyl]-N-[(2-fluorophenyl)methyl]-6-methyl-3-piperidinecarboxamide). Yield: 41.2%. RXN SMILES: [NH2:1][C:2]1[N:7]=[C:6]([N:8]2[C@H:13]([CH3:14])[CH2:12][CH2:11][C@H:10]([C:15]([NH:17][CH2:18][C:19]3[CH:24]=[CH:23][CH:22]=[CH:21][C:20]=3[F:25])=[O:16])[CH2:9]2)[CH:5]=[C:4]([C:26]2[CH:31]=[CH:30][C:29]([C:32]#[N:33])=[C:28](F)[CH:27]=2)[N:3]=1.CCO.CCN(C(C)C)C(C)C.[NH2:47][NH2:48]>CO>[NH2:1][C:2]1[N:7]=[C:6]([N:8]2[C@H:13]([CH3:14])[CH2:12][CH2:11][C@H:10]([C:15]([NH:17][CH2:18][C:19]3[CH:24]=[CH:23][CH:22]=[CH:21][C:20]=3[F:25])=[O:16])[CH2:9]2)[CH:5]=[C:4]([C:26]2[CH:27]=[C:28]3[C:29]([C:32]([NH2:33])=[N:47][NH:48]3)=[CH:30][CH:31]=2)[N:3]=1. Reported procedure: Into a sealable vial, (3S,6R)-1-[2-amino-6-(4-cyano-3-fluorophenyl)-4-pyrimidinyl]-N-[(2-fluorophenyl)methyl]-6-methyl-3-piperidinecarboxamide (189 mg, 0.409 mmol), EtOH (5 mL), Hunig's base (0.071 ml, 0.409 mmol), and hydrazine anhydrous (0.077 mL, 2.452 mmol) were added, and the yellow suspension mixture was heated overnight at 110° C. in an oil bath. When the temperature of the reaction reached to 100° C., the solid in the mixture was all dissolved. After overnight, there was a yellow solutio... The reactants are NC1=NNC=C1 (3-aminopyrazole), O\C=C\1/C(NC2=CC=CC=C12)=O (Z-3-[(hydroxy)-methylene]-1,3-dihydro-indol-2-one), O1N=C(C=C1)N (isoxazol-3-ylamine). The solvent is O1CCCC1 (tetrahydrofuran). Yields the product O1N=C(C=C1)NC=C1C(NC2=CC=CC=C12)=O (3-(Isoxazol-3-ylaminomethylene)-1,3-dihydro-indol-2-one). Reaction SMILES: NC1C=CNN=1.O/[CH:8]=[C:9]1\[C:10](=[O:18])[NH:11][C:12]2[C:17]\1=[CH:16][CH:15]=[CH:14][CH:13]=2.[O:19]1[CH:23]=[CH:22][C:21]([NH2:24])=[N:20]1>O1CCCC1>[O:19]1[CH:23]=[CH:22][C:21]([NH:24][CH:8]=[C:9]2[C:17]3[C:12](=[CH:13][CH:14]=[CH:15][CH:16]=3)[NH:11][C:10]2=[O:18])=[N:20]1. Procedure: The named compound is prepared by substituting isoxazol-3-ylamine for 3-aminopyrazole in the reaction of Example 1. Specifically, E & Z-3-[(hydroxy)-methylene]-1,3-dihydro-indol-2-one (0.100 gms.) is reacted with 0.09 mL isoxazol-3-ylamine by refluxing in tetrahydrofuran (2.7 mL). The reactants are COC(=O)C(C)C1=CC=C(CC(C)C)C=C1 (ibuprofen methyl ester), P(=O)([O-])([O-])[O-].[K+].[K+].[K+] (potassium phosphate). Run in C(C)O (ethanol). Run at time 2 minute. Yields the product OC(C(C)C)C1=CC=C(C=C1)C(C(=O)OC)C (methyl 2-(4′-(1″-hydroxy-2″-methylpropyl)phenyl)propanoate). As a reaction SMILES: [CH3:1][O:2][C:3]([CH:5]([C:7]1[CH:16]=[CH:15][C:10]([CH2:11][CH:12]([CH3:14])[CH3:13])=[CH:9][CH:8]=1)[CH3:6])=[O:4].P([O-])([O-])([O-])=[O:18].[K+].[K+].[K+]>C(O)C>[OH:18][CH:11]([C:10]1[CH:9]=[CH:8][C:7]([CH:5]([CH3:6])[C:3]([O:2][CH3:1])=[O:4])=[CH:16][CH:15]=1)[CH:12]([CH3:13])[CH3:14] |f:1.2.3.4|. Reported procedure: Experimental description: 150 mg ibuprofen methyl ester were dissolved in 1.4 mL ethanol and added to 150 mL potassium phosphate buffer pH 8.0. P450BM3 was added to the mixture at a final concentration of 10 μM. The mixture was split in 4 mL-aliquots into 15 mL scintillation vials equipped with a stir bar. 500 μL 10 mM NADPH in KPi buffer were added to each vial and stirred for 2 minutes. 500 μL cofactor regeneration solution containing 500 mM glucose-6-phosphate and 10 units/mL glucose-6-phosph... Starting materials: Cc1cc(C#N)cc(CBr)c1, CCO, N#C[K]. Yields the product Cc1cc(C#N)cc(CC#N)c1. Reaction SMILES: [Br:1][CH2:2][c:3]1[cH:4][c:5]([C:6]#[N:7])[cH:8][c:9]([CH3:11])[cH:10]1.[CH3:15][CH2:16][OH:17].[K:12][C:13]#[N:14]>>[CH2:2]([c:3]1[cH:4][c:5]([C:6]#[N:7])[cH:8][c:9]([CH3:11])[cH:10]1)[C:13]#[N:14].